Task: describe an organic reaction: reactants, conditions, products, and yield. Dataset: the Open Reaction Database (ORD), a public repository of structured organic reaction records Solvent: C1=CC=CC=C1 (benzene), C(C)O (ethanol). Starting materials: CN (monomethylamine), [N+](=O)([O-])C1=CC2=C(CCC=CC2=O)C=C1 (3-nitro-8,9-dihydro [5H] benzocycloheptene-5-one). RXN SMILES: [CH3:1][NH2:2].[N+:3]([C:6]1[CH:17]=[CH:16][C:9]2[CH2:10][CH2:11][CH:12]=[CH:13][C:14](=[O:15])[C:8]=2[CH:7]=1)([O-:5])=[O:4]>C1C=CC=CC=1.C(O)C>[N+:3]([C:6]1[CH:17]=[CH:16][C:9]2[CH2:10][CH2:11][CH:12]([NH:2][CH3:1])[CH2:13][C:14](=[O:15])[C:8]=2[CH:7]=1)([O-:5])=[O:4]. Product: [N+](=O)([O-])C1=CC2=C(CCC(CC2=O)NC)C=C1 (3-nitro-7-methylamino-6,7,8,9-tetrahydro [5H] benzocycloheptene-5-one). Reaction conditions: time 0.5 hour. Procedure details: A solution of 101.5 g of extemporaneously prepared monomethylamine in 700 ml of benzene was added at 20° C. with stirring to a mixture of 101.6 g of the product of Step B in 1 liter of ethanol and the mixture was stirred for 2 1/2 hours at room temperature and was allowed to stand for 12 hours. The mixture was evaporated to dryness under reduced pressure to obtain 125 g of 3-nitro-7-methylamino-6,7,8,9-tetrahydro [5H] benzocycloheptene-5-one in the form of a brown oil. The reactants are [BH3-]C#N, CCc1ccc(C=O)cc1, CO, CC(=O)O, CNC(=O)c1cc(=O)n(CCN2CCC(N)CC2)c2cc(OC)ccc12, [Na+]. The product is CCc1ccc(CNC2CCN(CCn3c(=O)cc(C(=O)NC)c4ccc(OC)cc43)CC2)cc1. RXN SMILES: [C:39]([BH3-:40])#[N:41].[CH2:29]([CH3:30])[c:31]1[cH:32][cH:33][c:34]([CH:35]=[O:36])[cH:37][cH:38]1.[CH3:1][OH:2].[CH3:43][C:44](=[O:45])[OH:46].[NH2:3][CH:4]1[CH2:5][CH2:6][N:7]([CH2:10][CH2:11][n:12]2[c:13](=[O:28])[cH:14][c:15]([C:24](=[O:25])[NH:26][CH3:27])[c:16]3[cH:17][cH:18][c:19]([O:22][CH3:23])[cH:20][c:21]23)[CH2:8][CH2:9]1.[Na+:42]>>[NH:3]([CH:4]1[CH2:5][CH2:6][N:7]([CH2:10][CH2:11][n:12]2[c:13](=[O:28])[cH:14][c:15]([C:24](=[O:25])[NH:26][CH3:27])[c:16]3[cH:17][cH:18][c:19]([O:22][CH3:23])[cH:20][c:21]23)[CH2:8][CH2:9]1)[CH2:35][c:34]1[cH:33][cH:32][c:31]([CH2:29][CH3:30])[cH:38][cH:37]1. Reactants: C(C)[C@@H]1CO[C@@H](CN1CC1=CC=CC=C1)CO ([(2S,5R)-5-Ethyl-4-(phenylmethyl)-2-morpholinyl]methanol). The reagents and catalysts are [Pd] (Palladium on carbon). Run in CO (CH3OH). Conditions: time 8 hour. Yields the product C(C)[C@@H]1CO[C@@H](CN1)CO ([(2S,5R)-5-Ethyl-2-morpholinyl]methanol). The yield is 100.1%. RXN SMILES: [CH2:1]([C@H:3]1[N:8](CC2C=CC=CC=2)[CH2:7][C@@H:6]([CH2:16][OH:17])[O:5][CH2:4]1)[CH3:2]>CO.[Pd]>[CH2:1]([C@H:3]1[NH:8][CH2:7][C@@H:6]([CH2:16][OH:17])[O:5][CH2:4]1)[CH3:2]. Procedure: [(2S,5R)-5-Ethyl-4-(phenylmethyl)-2-morpholinyl]methanol (0.5 g, 2.125 mmol) was dissolved in CH3OH (20 mL) and placed under a nitrogen atmosphere. Palladium on carbon (10 wt %, 0.023 g, 0.212 mmol) was added and the flask was flushed with nitrogen and evacuated (3×). Then the reaction was placed under an atmosphere of hydrogen (balloon), and stirred at room temperature overnight. The reaction mixture was filtered through celite and concentrated to afford the title compound (0.309 g) as a colorl... The reactants are C1CCOC1, CN1CCOCC1, CC(C)(C)C(=O)Cl, [Cl-], O=C(Nc1c(Cl)cccc1CO)c1cnc(NC(c2ccccc2)(c2ccccc2)c2ccccc2)s1, [NH4+], O. Yields the product CC(C)(C)C(=O)OCc1cccc(Cl)c1NC(=O)c1cnc(NC(c2ccccc2)(c2ccccc2)c2ccccc2)s1. As a reaction SMILES: [CH2:54]1[O:55][CH2:56][CH2:57][CH2:58]1.[CH3:38][N:39]1[CH2:40][CH2:41][O:42][CH2:43][CH2:44]1.[CH3:45][C:46]([C:47](=[O:48])[Cl:49])([CH3:50])[CH3:51].[Cl-:52].[Cl:1][c:2]1[c:3]([NH:10][C:11](=[O:12])[c:13]2[cH:14][n:15][c:16]([NH:18][C:19]([c:20]3[cH:21][cH:22][cH:23][cH:24][cH:25]3)([c:26]3[cH:27][cH:28][cH:29][cH:30][cH:31]3)[c:32]3[cH:33][cH:34][cH:35][cH:36][cH:37]3)[s:17]2)[c:4]([CH2:8][OH:9])[cH:5][cH:6][cH:7]1.[NH4+:53].[OH2:59]>>[Cl:1][c:2]1[c:3]([NH:10][C:11](=[O:12])[c:13]2[cH:14][n:15][c:16]([NH:18][C:19]([c:20]3[cH:21][cH:22][cH:23][cH:24][cH:25]3)([c:26]3[cH:27][cH:28][cH:29][cH:30][cH:31]3)[c:32]3[cH:33][cH:34][cH:35][cH:36][cH:37]3)[s:17]2)[c:4]([CH2:8][O:9][C:47]([C:46]([CH3:45])([CH3:50])[CH3:51])=[O:48])[cH:5][cH:6][cH:7]1. Starting materials: C1=CC=C(C=C1)C(=NCC#N)C2=CC=CC=C2 (N-(Diphenylmethylene)aminoacetonitrile), ClC(C)C1=CC=NC2=CC=CC=C12 (4-(1-Chloroethyl)-quinoline), CN(C)P(=O)(N(C)C)N(C)C (HMPA), [Li+].CC(C)[N-]C(C)C (LDA). Solvent: C1CCOC1 (THF). Conditions: temperature -78 celsius, time 1 hour. Product: C(C1=CC=CC=C1)(C1=CC=CC=C1)=NC(C#N)C(C)C1=CC=NC2=CC=CC=C12 (2-(Benzhydrylideneamino)-3-quinolin-4-yl-butyronitrile). Yield: 85.5%. As a reaction SMILES: [CH:1]1[CH:6]=[CH:5][C:4]([C:7]([C:12]2[CH:17]=[CH:16][CH:15]=[CH:14][CH:13]=2)=[N:8][CH2:9][C:10]#[N:11])=[CH:3][CH:2]=1.CN(P(N(C)C)(N(C)C)=O)C.[Li+].CC([N-]C(C)C)C.Cl[CH:38]([C:40]1[C:49]2[C:44](=[CH:45][CH:46]=[CH:47][CH:48]=2)[N:43]=[CH:42][CH:41]=1)[CH3:39]>C1COCC1>[C:7](=[N:8][CH:9]([CH:38]([C:40]1[C:49]2[C:44](=[CH:45][CH:46]=[CH:47][CH:48]=2)[N:43]=[CH:42][CH:41]=1)[CH3:39])[C:10]#[N:11])([C:4]1[CH:3]=[CH:2][CH:1]=[CH:6][CH:5]=1)[C:12]1[CH:17]=[CH:16][CH:15]=[CH:14][CH:13]=1 |f:2.3|. Procedure: To N-(Diphenylmethylene)aminoacetonitrile (2.26 g, 10.2 mmol) in 10 ml of anhydrous THF and HMPA (2.17 ml, 12.14 mmol), at −78° C. LDA (2.0 M, 6.0 ml, 12.14 mmol) was added dropwise over a period of 5 minutes. The color of solution turns from coloress to yellow to dark brown. It was then stirred at −78° C. for one hour. Then 4-(1-Chloroethyl)-quinoline (1.79 g, 9.34 mmol), was added dropwise and the reaction mixture was slowly brought to room temperature over a period of five minutes, quenched b... Run in ClCCl (dichloromethane). Reaction conditions: temperature 0 celsius, time 2 hour. Starting materials: C([O-])(O)=O.[Na+] (sodium bicarbonate), [Cl-].[Al+3].[Cl-].[Cl-] (aluminum (III) chloride), CN1C(=CC2=CC=CC=C12)C1=CC=CC=C1 (1-methyl-2-phenyl-1H-indole), ClC(C(=O)OCC)=O (ethyl chlorooxoacetate). Product: CN1C(=C(C2=CC=CC=C12)C(C(=O)OCC)=O)C1=CC=CC=C1 (ethyl (1-methyl-2-phenyl-1H-indol-3-yl)-oxo-acetate). Procedure: At 0° C., aluminum (III) chloride (2.5 g, 19 mmol) was added per portion to a solution of 1-methyl-2-phenyl-1H-indole (1 g, 4.8 mmol) and ethyl chlorooxoacetate (900 μL, 8.05 mmol) in dichloromethane (10 mL). The mixture was stirred for 2 hours at 0° C. and then hydrolyzed with a saturated solution of sodium bicarbonate. After removing the aqueous layer, organic layer was washed with water, brine, dried over sodium sulfate, filtered and concentrated under reduced pressure. The residue was purifi... Isolated yield 42.7%. RXN SMILES: [Cl-].[Al+3].[Cl-].[Cl-].[CH3:5][N:6]1[C:14]2[C:9](=[CH:10][CH:11]=[CH:12][CH:13]=2)[CH:8]=[C:7]1[C:15]1[CH:20]=[CH:19][CH:18]=[CH:17][CH:16]=1.Cl[C:22](=[O:28])[C:23]([O:25][CH2:26][CH3:27])=[O:24].C(=O)(O)[O-].[Na+]>ClCCl>[CH3:5][N:6]1[C:14]2[C:9](=[CH:10][CH:11]=[CH:12][CH:13]=2)[C:8]([C:22](=[O:28])[C:23]([O:25][CH2:26][CH3:27])=[O:24])=[C:7]1[C:15]1[CH:20]=[CH:19][CH:18]=[CH:17][CH:16]=1 |f:0.1.2.3,6.7|. The reactants are C(C)(C)(C)[Si](OCC(C)(C)C=1C=C(N(N1)C1=CC(=CC=C1)OCCOC1OCCCC1)N)(C1=CC=CC=C1)C1=CC=CC=C1 (5-[2-(tert-Butyl-diphenyl-silanyloxy)-1,1-dimethyl-ethyl]-2-{3-[2-(tetrahydro-pyran-2-yloxy)-ethoxy]-phenyl}-2H-pyrazol-3-ylamine), [OH-].[Na+] (NaOH), ClC(=O)OCC(Cl)(Cl)Cl (2,2,2-trichloroethyl chloroformate). Run in CCOC(=O)C (EtOAc), O (water), CCOC(=O)C (EtOAc). The product is ClC(COC(NC=1N(N=C(C1)C(CO[Si](C1=CC=CC=C1)(C1=CC=CC=C1)C(C)(C)C)(C)C)C1=CC(=CC=C1)OCCOC1OCCCC1)=O)(Cl)Cl ((5-[2-(tert-Butyl-diphenyl-silanyloxy)-1,1-dimethyl-ethyl]-2-{3-[2-(tetrahydro-pyran-2-yloxy)-ethoxy]-phenyl}-2H-pyrazol-3-yl)-carbamic acid 2,2,2-trichloro-ethyl ester). The yield is 126.7%. Reaction SMILES: [C:1]([Si:5]([C:39]1[CH:44]=[CH:43][CH:42]=[CH:41][CH:40]=1)([C:33]1[CH:38]=[CH:37][CH:36]=[CH:35][CH:34]=1)[O:6][CH2:7][C:8]([C:11]1[CH:12]=[C:13]([NH2:32])[N:14]([C:16]2[CH:21]=[CH:20][CH:19]=[C:18]([O:22][CH2:23][CH2:24][O:25][CH:26]3[CH2:31][CH2:30][CH2:29][CH2:28][O:27]3)[CH:17]=2)[N:15]=1)([CH3:10])[CH3:9])([CH3:4])([CH3:3])[CH3:2].[OH-].[Na+].Cl[C:48]([O:50][CH2:51][C:52]([Cl:55])([Cl:54])[Cl:53])=[O:49]>CCOC(C)=O.O>[Cl:53][C:52]([Cl:55])([Cl:54])[CH2:51][O:50][C:48](=[O:49])[NH:32][C:13]1[N:14]([C:16]2[CH:21]=[CH:20][CH:19]=[C:18]([O:22][CH2:23][CH2:24][O:25][CH:26]3[CH2:31][CH2:30][CH2:29][CH2:28][O:27]3)[CH:17]=2)[N:15]=[C:11]([C:8]([CH3:10])([CH3:9])[CH2:7][O:6][Si:5]([C:1]([CH3:2])([CH3:3])[CH3:4])([C:39]2[CH:40]=[CH:41][CH:42]=[CH:43][CH:44]=2)[C:33]2[CH:38]=[CH:37][CH:36]=[CH:35][CH:34]=2)[CH:12]=1 |f:1.2|. Procedure details: A solution of Intermediate 153e (0.41 g, 0.67 mmol) in EtOAc (3.6 mL) was treated with aqueous 1N NaOH (1.2 mL, 1.2 mmol) then 2,2,2-trichloroethyl chloroformate (0.10 mL, 0.74 mmol) and the mixture was stirred at RT for 4 h. The mixture was diluted with EtOAc and water and the phases were separated. The aqueous layer was extracted with EtOAc (×2) and the combined organic phase was washed with brine, dried (Na2SO4), and concentrated in vacuo to give a pale red oil (0.67 g). The oil was purified ... Reactants: BrC=1C(=C(C(=NC1)N)[N+](=O)[O-])N1CCN(CC1)CC1=CC=NC=C1 (5-bromo-3-nitro-4-(4-pyridin-4-ylmethyl-piperazin-1-yl)-pyridin-2-ylamine), COC1=CC=C(C=O)C=C1 (4-methoxybenzaldehyde), [O-]S(=O)S(=O)[O-].[Na+].[Na+] (Na2S2O4). Solvent: C(C)O (ethanol), C(C)O (ethanol). Reaction conditions: temperature 70 celsius, time 8.5 hour. The product is BrC=1C(=C2C(=NC1)NC(=N2)C2=CC=C(C=C2)OC)N2CCN(CC2)CC2=CC=NC=C2 (6-Bromo-2-(4-methoxy-phenyl)-7-(4-pyridin-4-ylmethyl-piperazin-1-yl)-3H-imidazo[4,5-b]pyridine). As a reaction SMILES: [Br:1][C:2]1[C:3]([N:12]2[CH2:17][CH2:16][N:15]([CH2:18][C:19]3[CH:24]=[CH:23][N:22]=[CH:21][CH:20]=3)[CH2:14][CH2:13]2)=[C:4]([N+:9]([O-])=O)[C:5]([NH2:8])=[N:6][CH:7]=1.[CH3:25][O:26][C:27]1[CH:34]=[CH:33][C:30]([CH:31]=O)=[CH:29][CH:28]=1.[O-]S(S([O-])=O)=O.[Na+].[Na+]>C(O)C>[Br:1][C:2]1[C:3]([N:12]2[CH2:17][CH2:16][N:15]([CH2:18][C:19]3[CH:24]=[CH:23][N:22]=[CH:21][CH:20]=3)[CH2:14][CH2:13]2)=[C:4]2[N:9]=[C:31]([C:30]3[CH:33]=[CH:34][C:27]([O:26][CH3:25])=[CH:28][CH:29]=3)[NH:8][C:5]2=[N:6][CH:7]=1 |f:2.3.4|. Procedure: To a mixture of 5-bromo-3-nitro-4-(4-pyridin-4-ylmethyl-piperazin-1-yl)-pyridin-2-ylamine (0.047 g, 0.12 mmol) and ethanol (3.0 ml) was added 4-methoxybenzaldehyde (0.026 g, 0.18 mmol) with the aid of ethanol (1.0 ml), followed by a freshly prepared aqueous solution of Na2S2O4 (1M; 0.50 ml, 0.50 mmol). The reaction mixture was stirred at 70° C. for 8.5 h, then allowed to cool to room temperature and concentrated in vacuo. The residue was absorbed on silica gel, and the free-running powder was pl... Reactants: O (water), [Cl-].[NH4+] (ammonium chloride), C(#N)C=1C=C(C=CC1)NCC1=C(C=C(C(=O)OCC)C=C1)[N+](=O)[O-] (Ethyl 4-[(3-cyanophenylamino)methyl]-3-nitrobenzoate). Reagents/catalysts: [Fe] (iron). Run in C(C)O (ethanol). The product is NC=1C=C(C(=O)OCC)C=CC1CNC1=CC(=CC=C1)C#N (ethyl 3-amino-4-[(3-cyanophenylamino)methyl]benzoate). The yield is 108.6%. RXN SMILES: [C:1]([C:3]1[CH:4]=[C:5]([NH:9][CH2:10][C:11]2[CH:21]=[CH:20][C:14]([C:15]([O:17][CH2:18][CH3:19])=[O:16])=[CH:13][C:12]=2[N+:22]([O-])=O)[CH:6]=[CH:7][CH:8]=1)#[N:2].O.[Cl-].[NH4+]>C(O)C.[Fe]>[NH2:22][C:12]1[CH:13]=[C:14]([CH:20]=[CH:21][C:11]=1[CH2:10][NH:9][C:5]1[CH:6]=[CH:7][CH:8]=[C:3]([C:1]#[N:2])[CH:4]=1)[C:15]([O:17][CH2:18][CH3:19])=[O:16] |f:2.3|. Procedure: Ethyl 4-[(3-cyanophenylamino)methyl]-3-nitrobenzoate (5.79 g) was dissolved in 50 ml of ethanol, then 50 ml of purified water, 0.96 g of ammonium chloride and 4.97 g of iron powder were added and the mixture was refluxed under heating for 40 minutes. The reaction solution was filtered through Celite and concentrated in vacuo. Ethyl acetate was added to the resulting residue. The mixture was washed with a saturated aqueous solution of sodium bicarbonate and a saturated aqueous solution of sodium ... Starting materials: ClC1=CC2=C(C3=C(CN=C2C2=CC=CC=C2)N=C(NC3=O)C)C=C1 (9-chloro-3-methyl-7-phenyl-5H-pyrimido[4,5-d][2]benzazepin-1(2H)-one), ClC1=CC(=CC=C1)C(=O)OO (m-chloroperbenzoic acid). Solvent: C(Cl)Cl (methylene chloride). The product is ClC1=CC2=C(C3=C(C[N+](=C2C2=CC=CC=C2)[O-])N=C(NC3=O)C)C=C1 (9-Chloro-3-methyl-7-phenyl-5H-pyrimido[4,5-d][2]benzazepin-1(2H)-one 6-oxide). Reaction SMILES: [Cl:1][C:2]1[CH:24]=[CH:23][C:5]2[C:6]3[C:20](=[O:21])[NH:19][C:18]([CH3:22])=[N:17][C:7]=3[CH2:8][N:9]=[C:10]([C:11]3[CH:16]=[CH:15][CH:14]=[CH:13][CH:12]=3)[C:4]=2[CH:3]=1.ClC1C=CC=C(C(OO)=[O:33])C=1>C(Cl)Cl>[Cl:1][C:2]1[CH:24]=[CH:23][C:5]2[C:6]3[C:20](=[O:21])[NH:19][C:18]([CH3:22])=[N:17][C:7]=3[CH2:8][N+:9]([O-:33])=[C:10]([C:11]3[CH:12]=[CH:13][CH:14]=[CH:15][CH:16]=3)[C:4]=2[CH:3]=1. Procedure: A solution of 2.8 g (8.3 mmol) of 9-chloro-3-methyl-7-phenyl-5H-pyrimido[4,5-d][2]benzazepin-1(2H)-one and 2.5 g (11.5 mmol) of 85% m-chloroperbenzoic acid in 110 mL of methylene chloride was stirred at room temperature for 2.5 hr. The reaction mixture was washed with saturated aqueous sodium bicarbonate, dried over anhydrous sodium sulfate and concentrated at reduced pressure to give a yellow solid. Recrystallization from methanol gave pale yellow prisms, mp 219°-221°.